This data is from the Open Reaction Database (ORD), a public repository of structured organic reaction records. The task is: describe an organic reaction: reactants, conditions, products, and yield Starting materials: COC(=O)c1cnc(Cl)cn1, CC(c1cc(O)ccc1Cl)C(O)(c1ccnc(Cl)c1)C(F)(F)F. Yields the product COC(=O)c1cnc(Oc2ccc(Cl)c(C(C)C(O)(c3ccnc(Cl)c3)C(F)(F)F)c2)cn1. RXN SMILES: [CH3:24][O:25][C:26](=[O:27])[c:28]1[n:29][cH:30][c:31]([Cl:34])[n:32][cH:33]1.[Cl:1][c:2]1[c:3]([CH:9]([C:10]([C:11]([F:12])([F:13])[F:14])([OH:15])[c:16]2[cH:17][c:18]([Cl:22])[n:19][cH:20][cH:21]2)[CH3:23])[cH:4][c:5]([OH:8])[cH:6][cH:7]1>>[Cl:1][c:2]1[c:3]([CH:9]([C:10]([C:11]([F:12])([F:13])[F:14])([OH:15])[c:16]2[cH:17][c:18]([Cl:22])[n:19][cH:20][cH:21]2)[CH3:23])[cH:4][c:5]([O:8][c:31]2[cH:30][n:29][c:28]([C:26]([O:25][CH3:24])=[O:27])[cH:33][n:32]2)[cH:6][cH:7]1. The reactants are ClC1=CC(=C(C(=C1O)F)C)[N+](=O)[O-] (6-chloro-2-fluoro-3-methyl-4-nitrophenol), C(=O)[O-].[NH4+] (ammonium formate). Reagents/catalysts: [Pd] (palladium/carbon). The solvent is C(C)O (ethanol). Conditions: time 3 hour. The product is NC1=C(C(=C(C=C1)O)F)C (4-amino-2-fluoro-3-methylphenol). The yield is 102.9%. RXN SMILES: Cl[C:2]1[C:7]([OH:8])=[C:6]([F:9])[C:5]([CH3:10])=[C:4]([N+:11]([O-])=O)[CH:3]=1.C([O-])=O.[NH4+]>C(O)C.[Pd]>[NH2:11][C:4]1[CH:3]=[CH:2][C:7]([OH:8])=[C:6]([F:9])[C:5]=1[CH3:10] |f:1.2|. Procedure details: To a solution of 6-chloro-2-fluoro-3-methyl-4-nitrophenol (4.11 g, 19.9 mmol) in ethanol (200 ml) were added 10%-palladium/carbon (containing 50% water, 410 mg) and ammonium formate (15.1 g, 240 mmol), and the resulting mixture was stirred for 3 hours with heating under reflux while maintaining the temperature. The mixture was filtered by the use of Celite and the filtrate was concentrated under reduced pressure to obtain a crude product. The crude product was partitioned by the use of water and... Reactants: C(C)(C)(C)OC(=O)NC=1C=C2C[C@H](CC2=CC1)COS(=O)(=O)C1=CC=C(C=C1)C (Toluene-4-sulfonic acid (S)-5-tert-butoxycarbonylamino-indan-2-ylmethyl ester), [I-].[Li+] (lithium iodide). The solvent is CN(C)C=O (DMF). Yields the product C(C)(C)(C)OC(NC=1C=C2C[C@H](CC2=CC1)CI)=O ((S)-2-iodomethyl-indan-5-yl-carbamic acid tert-butyl ester). The yield is 78.2%. Reaction SMILES: [C:1]([O:5][C:6]([NH:8][C:9]1[CH:10]=[C:11]2[C:15](=[CH:16][CH:17]=1)[CH2:14][C@H:13]([CH2:18]OS(C1C=CC(C)=CC=1)(=O)=O)[CH2:12]2)=[O:7])([CH3:4])([CH3:3])[CH3:2].[I-:30].[Li+]>CN(C=O)C>[C:1]([O:5][C:6](=[O:7])[NH:8][C:9]1[CH:10]=[C:11]2[C:15](=[CH:16][CH:17]=1)[CH2:14][C@H:13]([CH2:18][I:30])[CH2:12]2)([CH3:4])([CH3:3])[CH3:2] |f:1.2|. Reported procedure: Toluene-4-sulfonic acid (S)-5-tert-butoxycarbonylamino-indan-2-ylmethyl ester (2.93 g, 7.02 mmol) was dissolved in DMF (60 mL) and heated and stirred at 70° C. with lithium iodide (4.7 g, 35.1 mmol) for 18 hours. Volatiles were removed under reduced pressure and the resulting residue was stirred with 100 mL of CH2Cl2 and solids removed by filtration. The filtrate was again evaporated, the residue was purified by flash column chromatography (10% of ethyl ether in hexanes) to yield a white solid a... Starting materials: CCOC(=O)C(CCOC)(CC(=O)c1ccc(Br)cc1)C(=O)OCC, CC(C)=O, CCO, [Na+], [OH-]. The product is CCOC(=O)C(CCOC)CC(=O)c1ccc(Br)cc1. Reaction SMILES: [Br:1][c:2]1[cH:3][cH:4][c:5]([C:8]([CH2:9][C:10]([C:11](=[O:12])[O:13][CH2:14][CH3:15])([C:16]([O:17][CH2:18][CH3:19])=[O:20])[CH2:21][CH2:22][O:23][CH3:24])=[O:25])[cH:6][cH:7]1.[CH3:28][C:29](=[O:30])[CH3:31].[CH3:32][CH2:33][OH:34].[Na+:27].[OH-:26]>>[Br:1][c:2]1[cH:3][cH:4][c:5]([C:8]([CH2:9][CH:10]([C:11](=[O:12])[O:13][CH2:14][CH3:15])[CH2:21][CH2:22][O:23][CH3:24])=[O:25])[cH:6][cH:7]1. The reactants are C1(CC1)C1=NC2=C(N1C)C=C(C=C2)N2C(C=C(C=C2)O)=O (1-(2-cyclopropyl-1-methyl-1H-benzimidazol-6-yl)-4-hydroxypyridin-2(1H)-one), BrC1=CC(=CS1)CO ((5-bromo-3-thienyl)methanol), C(CCC)P(CCCC)CCCC (tributylphosphine), N(=NC(=O)N1CCCCC1)C(=O)N1CCCCC1 (1,1′-(azodicarbonyl)dipiperidine). Solvent: C1CCOC1 (THF). Reaction conditions: temperature 60 celsius, time 3 hour. Yields the product BrC1=CC(=CS1)COC1=CC(N(C=C1)C=1C=CC2=C(N(C(=N2)C2CC2)C)C1)=O (4-((5-Bromo-3-thienyl)methoxy)-1-(2-cyclopropyl-1-methyl-1H-benzimidazol-6-yl)pyridin-2(1H)-one). Isolated yield 30.7%. Reaction SMILES: [CH:1]1([C:4]2[N:8]([CH3:9])[C:7]3[CH:10]=[C:11]([N:14]4[CH:19]=[CH:18][C:17]([OH:20])=[CH:16][C:15]4=[O:21])[CH:12]=[CH:13][C:6]=3[N:5]=2)[CH2:3][CH2:2]1.[Br:22][C:23]1[S:27][CH:26]=[C:25]([CH2:28]O)[CH:24]=1.C(P(CCCC)CCCC)CCC.N(C(N1CCCCC1)=O)=NC(N1CCCCC1)=O>C1COCC1>[Br:22][C:23]1[S:27][CH:26]=[C:25]([CH2:28][O:20][C:17]2[CH:18]=[CH:19][N:14]([C:11]3[CH:12]=[CH:13][C:6]4[N:5]=[C:4]([CH:1]5[CH2:2][CH2:3]5)[N:8]([CH3:9])[C:7]=4[CH:10]=3)[C:15](=[O:21])[CH:16]=2)[CH:24]=1. Reported procedure: To a solution of 1-(2-cyclopropyl-1-methyl-1H-benzimidazol-6-yl)-4-hydroxypyridin-2(1H)-one (98 mg), (5-bromo-3-thienyl)methanol (135 mg) and tributylphosphine (211 mg) in THF (3 ml) was added 1,1′-(azodicarbonyl)dipiperidine (264 mg), and the reaction mixture was stirred at 60° C. for 3 h. The reaction mixture was concentrated in vacuo. The residue was purified by silica gel column chromatography (hexane/EtOAc then EtOAc/MeOH). The resulting solid was recrystallized from EtOH-water to give the ... Reactants: NC1=C(C=C(C=C1)C1CNC(NC1)=O)C1=CCCCC1 (5-(4-Amino-3-cyclohex-1-enyl-phenyl)-tetrahydro-pyrimidin-2-one), C(#N)C=1N=C(N(C1)COCC[Si](C)(C)C)C(=O)O (4-cyano-1-(2-trimethylsilanyl-ethoxymethyl)-1H-imidazole-2-carboxylic acid), [K+].C(#N)C=1N=C(N(C1)COCC[Si](C)(C)C)C(=O)[O-] (4-Cyano-1-(2-trimethylsilanyl-ethoxymethyl)-1H-imidazole-2-carboxylate potassium salt). The product is C1(=CCCCC1)C1=C(C=CC(=C1)C1CNC(NC1)=O)NC(=O)C=1N(C=C(N1)C#N)COCC[Si](C)(C)C (4-Cyano-1-(2-trimethylsilanyl-ethoxymethyl)-1H-imidazole-2-carboxylic acid [2-cyclohex-1-enyl-4-(2-oxo-hexahydro-pyrimidin-5-yl)-phenyl]-amide). As a reaction SMILES: [NH2:1][C:2]1[CH:7]=[CH:6][C:5]([CH:8]2[CH2:13][NH:12][C:11](=[O:14])[NH:10][CH2:9]2)=[CH:4][C:3]=1[C:15]1[CH2:20][CH2:19][CH2:18][CH2:17][CH:16]=1.[C:21]([C:23]1[N:24]=[C:25]([C:36](O)=[O:37])[N:26]([CH2:28][O:29][CH2:30][CH2:31][Si:32]([CH3:35])([CH3:34])[CH3:33])[CH:27]=1)#[N:22].[K+].C(C1N=C(C([O-])=O)N(COCC[Si](C)(C)C)C=1)#N>>[C:15]1([C:3]2[CH:4]=[C:5]([CH:8]3[CH2:9][NH:10][C:11](=[O:14])[NH:12][CH2:13]3)[CH:6]=[CH:7][C:2]=2[NH:1][C:36]([C:25]2[N:26]([CH2:28][O:29][CH2:30][CH2:31][Si:32]([CH3:35])([CH3:34])[CH3:33])[CH:27]=[C:23]([C:21]#[N:22])[N:24]=2)=[O:37])[CH2:20][CH2:19][CH2:18][CH2:17][CH:16]=1 |f:2.3|. Reported procedure: 5-(4-Amino-3-cyclohex-1-enyl-phenyl)-tetrahydro-pyrimidin-2-one (22 mg, as prepared in the previous step) was coupled to 4-cyano-1-(2-trimethylsilanyl-ethoxymethyl)-1H-imidazole-2-carboxylic acid, potassium salt (as prepared in Example 1, step (d), 27.2 mg, 0.0890 mmol) as described in Example 1, step (1) to obtain the title compound (14 mg, over two steps) after purification on silica (3% MeOH-EtOAc): Mass spectrum (ESI, m/z): Calcd. for C27H36N6O3Si, 521.2 (M+H). found 521.1. Reactants: Cc1ccccc1, O, Cc1cc(C)c2c(c1)C(C)(O)CCC2, Cc1ccc(S(=O)(=O)O)cc1. The product is CC1=CCCc2c(C)cc(C)cc21. As a reaction SMILES: [CH3:27][c:28]1[cH:29][cH:30][cH:31][cH:32][cH:33]1.[OH2:15].[OH:1][C:2]1([CH3:14])[CH2:3][CH2:4][CH2:5][c:6]2[c:7]([CH3:13])[cH:8][c:9]([CH3:12])[cH:10][c:11]21.[c:16]1([CH3:17])[cH:18][cH:19][c:20]([S:21]([OH:22])(=[O:23])=[O:24])[cH:25][cH:26]1>>[C:2]1([CH3:14])=[CH:3][CH2:4][CH2:5][c:6]2[c:7]([CH3:13])[cH:8][c:9]([CH3:12])[cH:10][c:11]21. Starting materials: C(C)(=O)OC(CCC1SCC(N1CCCCCCC(=O)OC)=O)CCCCC (methyl 7-[2-(3-acetyloxyoctyl)-4-oxo-3-thiazolidinyl]heptanoate), [OH-].[Na+] (sodium hydroxide), CO (methanol). The solvent is C(Cl)(Cl)Cl (chloroform). Run at temperature 25 celsius, time 15 hour. Product: OC(CCC1SCC(N1CCCCCCC(=O)O)=O)CCCCC (7-[2-(3-Hydroxyoctyl)-4-oxo-3-thiazolidinyl]heptanoic Acid). Isolated yield 72.7%. RXN SMILES: C([O:4][CH:5]([CH2:24][CH2:25][CH2:26][CH2:27][CH3:28])[CH2:6][CH2:7][CH:8]1[N:12]([CH2:13][CH2:14][CH2:15][CH2:16][CH2:17][CH2:18][C:19]([O:21]C)=[O:20])[C:11](=[O:23])[CH2:10][S:9]1)(=O)C.[OH-].[Na+].CO>C(Cl)(Cl)Cl>[OH:4][CH:5]([CH2:24][CH2:25][CH2:26][CH2:27][CH3:28])[CH2:6][CH2:7][CH:8]1[N:12]([CH2:13][CH2:14][CH2:15][CH2:16][CH2:17][CH2:18][C:19]([OH:21])=[O:20])[C:11](=[O:23])[CH2:10][S:9]1 |f:1.2|. Procedure: A turbid mixture of methyl 7-[2-(3-acetyloxyoctyl)-4-oxo-3-thiazolidinyl]heptanoate (785 mg., 1.89 millimole), 2.5 N aqueous sodium hydroxide (2 ml.), and methanol (6 ml.) is stirred at 25° C. for 15 hours. After removing the solvents in vacuo below 50° C., the residual mass is acidified with 2 N hydrochloric acid and extracted twice with ether. The combined organic extract is washed with water, dried over magnesium sulfate, and filtered. In vacuo evaporation of the filtrate provides an oily res... Starting materials: Cl.NCC=1C=C(C=CC1)C1=CC(=CC=C1)CC1CCN(CC1)C(=O)OC(C)(C)C (1,1-dimethylethyl 4-{[3′-(aminomethyl)-3-biphenylyl]methyl}-1-piperidinecarboxylate hydrochloride), [H-].[H-].[H-].[H-].[Li+].[Al+3] (LiAlH4). The solvent is CCOCC (Et2O). Yields the product CN1CCC(CC1)CC=1C=C(C=CC1)C1=CC(=CC=C1)CN (1-{3′-[(1-Methyl-4-piperidinyl)methyl]-3-biphenylyl}methanamine). Isolated yield 67.9%. RXN SMILES: Cl.[NH2:2][CH2:3][C:4]1[CH:5]=[C:6]([C:10]2[CH:15]=[CH:14][CH:13]=[C:12]([CH2:16][CH:17]3[CH2:22][CH2:21][N:20]([C:23](OC(C)(C)C)=O)[CH2:19][CH2:18]3)[CH:11]=2)[CH:7]=[CH:8][CH:9]=1.[H-].[H-].[H-].[H-].[Li+].[Al+3]>CCOCC>[CH3:23][N:20]1[CH2:21][CH2:22][CH:17]([CH2:16][C:12]2[CH:11]=[C:10]([C:6]3[CH:7]=[CH:8][CH:9]=[C:4]([CH2:3][NH2:2])[CH:5]=3)[CH:15]=[CH:14][CH:13]=2)[CH2:18][CH2:19]1 |f:0.1,2.3.4.5.6.7|. Reported procedure: To 1,1-dimethylethyl 4-{[3′-(aminomethyl)-3-biphenylyl]methyl}-1-piperidinecarboxylate hydrochloride (1.23 g, 2.95 mmol) was added LiAlH4 (5.90 mL, 1N in THF, 5.90 mmol) and the reaction was stirred at room temperature until the was complete per monitoring with LC-MS. The reaction mixture was diluted with Et2O (50 mL) and quenched with Na2CO3 (saturated aqueous), filtered, concentrated and purified with Combiflash chromatograph to afford 0.59 g (68%) of the title compound. LC-MS m/z 295 (M+H)+. Reactants: C[Si](CCOC(=O)C=CC(=O)Cl)(C)C (3-(2-trimethylsilylethyloxycarbonyl)propenoyl chloride), ClC=1C=C2C(C(N(C2=CC1)C(=O)N)=O)=C(C=1SC=CC1)O (5-chloro-2,3-dihydro-3-[hydroxy-(2-thienyl)methylene]-2-oxo-1H-indole-1-carboxamide), C(C)(C)N(CC)C(C)C (diisopropylethylamine). Product: ClC=1C=C2C(C(N(C2=CC1)C(=O)N)=O)=C(C=1SC=CC1)OC(C=CC(=O)O)=O (5-Chloro-2,3-dihydro-3-[3-carboxypropenoyloxy-(2-thienyl)methylene]-2-oxo-1H-indole-1-carboxamide). As a reaction SMILES: C[Si](C)(C)CC[O:5][C:6]([CH:8]=[CH:9][C:10](Cl)=[O:11])=[O:7].[Cl:15][C:16]1[CH:17]=[C:18]2[C:22](=[CH:23][CH:24]=1)[N:21]([C:25]([NH2:27])=[O:26])[C:20](=[O:28])[C:19]2=[C:29]([OH:35])[C:30]1[S:31][CH:32]=[CH:33][CH:34]=1.C(N(C(C)C)CC)(C)C>>[Cl:15][C:16]1[CH:17]=[C:18]2[C:22](=[CH:23][CH:24]=1)[N:21]([C:25]([NH2:27])=[O:26])[C:20](=[O:28])[C:19]2=[C:29]([O:35][C:10](=[O:11])[CH:9]=[CH:8][C:6]([OH:7])=[O:5])[C:30]1[S:31][CH:32]=[CH:33][CH:34]=1. Reported procedure: The title compound was prepared by the procedure of Example 1 with the exception the 3-(2-trimethylsilylethyloxycarbonyl)propenoyl chloride (1.3 equiv.), 5-chloro-2,3-dihydro-3-[hydroxy-(2-thienyl)methylene]-2-oxo-1H-indole-1-carboxamide and diisopropylethylamine were used. The crude product was purified by flash chromatography (using 98:2 CH2Cl2 /EtOAc as eluant) followed by recrystallization from acetonitrile.